Dataset: the Open Reaction Database (ORD), a public repository of structured organic reaction records. Task: describe an organic reaction: reactants, conditions, products, and yield Reactants: BrC1=CC(=CC=C1)CCCC (1-bromo-3-butylbenzene), FC(OC1=CC=C(C=C1)C#C)F (1-(difluoromethoxy)-4-ethynylbenzene). Product: C(CCC)C1=CC(=CC=C1)C#CC1=CC=C(C=C1)OC(F)F (1-Butyl-3-{[4-(difluoromethoxy)phenyl]ethynyl}benzene). As a reaction SMILES: Br[C:2]1[CH:7]=[CH:6][CH:5]=[C:4]([CH2:8][CH2:9][CH2:10][CH3:11])[CH:3]=1.[F:12][CH:13]([F:23])[O:14][C:15]1[CH:20]=[CH:19][C:18]([C:21]#[CH:22])=[CH:17][CH:16]=1>>[CH2:8]([C:4]1[CH:5]=[CH:6][CH:7]=[C:2]([C:22]#[C:21][C:18]2[CH:19]=[CH:20][C:15]([O:14][CH:13]([F:23])[F:12])=[CH:16][CH:17]=2)[CH:3]=1)[CH2:9][CH2:10][CH3:11]. Reported procedure: Using essentially the same procedure described in Example 1, step a, and employing 1-bromo-3-butylbenzene and 1-(difluoromethoxy)-4-ethynylbenzene, the phenylethynylbenzene product was obtained. This product was purified on silica gel (Biotage) using hexanes/EtOAc 50/1 as the eluting solvents to give 1-butyl-3-{[4-(difluoromethoxy)phenyl]ethynyl}benzene as a colorless oil (0.56 g, 28% yield), MS m/e M+ 300; 1H NMR (400 MHz, DMSO-d6) 0.82 (t, J=7.19 Hz, 3H), 1.25 (m, 2H), 1.55 (m, 2H), 2.56 (t, J... Reactants: BrC1=C(N=C2N1C1=C(NC3=C2C=CC=C3)N=CC=C1)C1=CC=CC=C1 (3-bromo-2-phenyl-9H-imidazo[1,2-d]pyrido[2,3-b][1,4]benzodiazepine), CC1(OB(OC1(C)C)C1=CC=C(C=C1)C1(CC1)NC(OC(C)(C)C)=O)C (tert-butyl {1-[4-(4,4,5,5-tetramethyl-1,3,2-dioxaborolan-2-yl)phenyl]cyclopropyl}carbamate), P(=O)([O-])([O-])[O-].[K+].[K+].[K+] (potassium phosphate), PdCl2(dppf)CH2Cl2. Solvent: O1CCOCC1 (dioxane), O (H2O). Reaction conditions: temperature 80 celsius, time 18 hour. The product is C1(=CC=CC=C1)C=1N=C2N(C3=C(NC4=C2C=CC=C4)N=CC=C3)C1C1=CC=C(C=C1)C1(CC1)NC(OC(C)(C)C)=O (tert-butyl {1-[4-(2-phenyl-9H-imidazo[1,2-d]pyrido[2,3-b][1,4]benzodiazepin-3-yl)phenyl]cyclopropyl}carbamate). Yield: 73.3%. RXN SMILES: Br[C:2]1[N:6]2[C:7]3[CH:19]=[CH:18][CH:17]=[N:16][C:8]=3[NH:9][C:10]3[CH:15]=[CH:14][CH:13]=[CH:12][C:11]=3[C:5]2=[N:4][C:3]=1[C:20]1[CH:25]=[CH:24][CH:23]=[CH:22][CH:21]=1.CC1(C)C(C)(C)OB([C:34]2[CH:39]=[CH:38][C:37]([C:40]3([NH:43][C:44](=[O:50])[O:45][C:46]([CH3:49])([CH3:48])[CH3:47])[CH2:42][CH2:41]3)=[CH:36][CH:35]=2)O1.P([O-])([O-])([O-])=O.[K+].[K+].[K+]>O1CCOCC1.O>[C:20]1([C:3]2[N:4]=[C:5]3[C:11]4[CH:12]=[CH:13][CH:14]=[CH:15][C:10]=4[NH:9][C:8]4[N:16]=[CH:17][CH:18]=[CH:19][C:7]=4[N:6]3[C:2]=2[C:34]2[CH:35]=[CH:36][C:37]([C:40]3([NH:43][C:44](=[O:50])[O:45][C:46]([CH3:48])([CH3:47])[CH3:49])[CH2:42][CH2:41]3)=[CH:38][CH:39]=2)[CH:25]=[CH:24][CH:23]=[CH:22][CH:21]=1 |f:2.3.4.5|. Procedure: A suspension of 3-bromo-2-phenyl-9H-imidazo[1,2-d]pyrido[2,3-b][1,4]benzodiazepine (50 mg) and tert-butyl {1-[4-(4,4,5,5-tetramethyl-1,3,2-dioxaborolan-2-yl)phenyl]cyclopropyl}carbamate (92 mg) and potassium phosphate (82 mg) and PdCl2(dppf)CH2Cl2 (11 mg) in dioxane (2.5 mL) and H2O (0.25 mL) was degassed for 5 min then stirred at 80° C. for 18 h. The reaction mixture was concentrated under reduced pressure. Purification by column chromatography (0-50% ethyl acetate in hexanes) gave the product ... As a reaction SMILES: [Ag+2:36].[Br:20][CH2:21][CH2:22][CH2:23][CH2:24][C:25]([C:26](=[O:27])[O:28][CH3:29])([CH3:30])[CH3:31].[C:32](=[O:33])([O-:34])[O-:35].[CH3:37][c:38]1[cH:39][cH:40][cH:41][cH:42][cH:43]1.[c:1]1(-[c:7]2[cH:8][c:9](=[O:19])[nH:10][c:11](-[c:13]3[cH:14][cH:15][cH:16][cH:17][cH:18]3)[cH:12]2)[cH:2][cH:3][cH:4][cH:5][cH:6]1>>[c:1]1(-[c:7]2[cH:8][c:9]([O:19][CH2:21][CH2:22][CH2:23][CH2:24][C:25]([C:26](=[O:27])[O:28][CH3:29])([CH3:30])[CH3:31])[n:10][c:11](-[c:13]3[cH:14][cH:15][cH:16][cH:17][cH:18]3)[cH:12]2)[cH:2][cH:3][cH:4][cH:5][cH:6]1. The reactants are [Ag+2], COC(=O)C(C)(C)CCCCBr, O=C([O-])[O-], Cc1ccccc1, O=c1cc(-c2ccccc2)cc(-c2ccccc2)[nH]1. Yields the product COC(=O)C(C)(C)CCCCOc1cc(-c2ccccc2)cc(-c2ccccc2)n1. The reactants are O=CC1CN(C(C(=O)O)c2cccc3ccccc23)CC1c1ccccc1, Cl, OC1(CCCc2ccc(F)c(F)c2)CCNCC1, O=C(O)C(c1cccc2ccccc12)N1CC(CN2CCC(CCCc3ccccc3)CC2)C(c2ccccc2)C1. The product is O=C(O)C(c1cccc2ccccc12)N1CC(CN2CCC(O)(CCCc3ccc(F)c(F)c3)CC2)C(c2ccccc2)C1. As a reaction SMILES: [CH:1](=[O:2])[CH:3]1[CH2:4][N:5]([CH:14]([C:15](=[O:16])[OH:17])[c:18]2[cH:19][cH:20][cH:21][c:22]3[cH:23][cH:24][cH:25][cH:26][c:27]23)[CH2:6][CH:7]1[c:8]1[cH:9][cH:10][cH:11][cH:12][cH:13]1.[ClH:87].[OH:69][C:70]1([CH2:76][CH2:77][CH2:78][c:79]2[cH:80][c:81]([F:86])[c:82]([F:85])[cH:83][cH:84]2)[CH2:71][CH2:72][NH:73][CH2:74][CH2:75]1.[c:28]1([CH2:29][CH2:30][CH2:31][CH:32]2[CH2:33][CH2:34][N:35]([CH2:36][CH:37]3[CH:38]([c:39]4[cH:40][cH:41][cH:42][cH:43][cH:44]4)[CH2:45][N:46]([CH:47]([c:48]4[c:49]5[c:50]([cH:51][cH:52][cH:53][cH:54]5)[cH:55][cH:56][cH:57]4)[C:58]([OH:59])=[O:60])[CH2:61]3)[CH2:62][CH2:63]2)[cH:64][cH:65][cH:66][cH:67][cH:68]1>>[CH2:1]([CH:3]1[CH2:4][N:5]([CH:14]([C:15](=[O:16])[OH:17])[c:18]2[cH:19][cH:20][cH:21][c:22]3[cH:23][cH:24][cH:25][cH:26][c:27]23)[CH2:6][CH:7]1[c:8]1[cH:9][cH:10][cH:11][cH:12][cH:13]1)[N:73]1[CH2:72][CH2:71][C:70]([OH:69])([CH2:76][CH2:77][CH2:78][c:79]2[cH:80][c:81]([F:86])[c:82]([F:85])[cH:83][cH:84]2)[CH2:75][CH2:74]1. Reactants: O=C(n1ccnc1)n1ccnc1, CC(C)Nc1nc(C(=O)O)co1, ClCCl, [K+], [K+], COc1ccc(C(C)=O)c(N)c1Cl, O=C([O-])[O-]. Yields the product COc1ccc(C(C)=O)c(NC(=O)c2coc(NC(C)C)n2)c1Cl. RXN SMILES: [C:13]([n:14]1[cH:15][cH:16][n:17][cH:18]1)([n:19]1[cH:20][cH:21][n:22][cH:23]1)=[O:24].[CH:1]([CH3:2])([CH3:3])[NH:4][c:5]1[o:6][cH:7][c:8]([C:10](=[O:11])[OH:12])[n:9]1.[Cl:44][CH2:45][Cl:46].[K+:38].[K+:39].[NH2:25][c:26]1[c:27]([C:35]([CH3:36])=[O:37])[cH:28][cH:29][c:30]([O:33][CH3:34])[c:31]1[Cl:32].[O-:40][C:41]([O-:42])=[O:43]>>[CH:1]([CH3:2])([CH3:3])[NH:4][c:5]1[o:6][cH:7][c:8]([C:10](=[O:12])[NH:25][c:26]2[c:27]([C:35]([CH3:36])=[O:37])[cH:28][cH:29][c:30]([O:33][CH3:34])[c:31]2[Cl:32])[n:9]1.